Dataset: the Open Reaction Database (ORD), a public repository of structured organic reaction records. Task: describe an organic reaction: reactants, conditions, products, and yield Reactants: [Br-], CC[Mg+], CCC1(C=O)COC(C)(C)OC1, [Cl-], [NH4+], C1CCOC1. Product: CCC(O)C1(CC)COC(C)(C)OC1. RXN SMILES: [Br-:1].[CH2:2]([CH3:3])[Mg+:4].[CH3:5][C:6]1([CH3:16])[O:7][CH2:8][C:9]([CH:12]=[O:13])([CH2:14][CH3:15])[CH2:10][O:11]1.[Cl-:17].[NH4+:18].[O:19]1[CH2:20][CH2:21][CH2:22][CH2:23]1>>[CH2:2]([CH3:3])[CH:12]([C:9]1([CH2:14][CH3:15])[CH2:8][O:7][C:6]([CH3:5])([CH3:16])[O:11][CH2:10]1)[OH:13]. The reactants are [Mg] (Magnesium), triene, C(\C=C(/C)\CCC=C(C)C)Cl (geranyl chloride), II (iodine), C(C=C)Cl (Allyl chloride). Run in CCOCC (ether), CCOCC (ether), CCOCC (ether), C(C)(=O)O (acetic acid). Reaction conditions: time 2 hour. The product is CC(=CCCC=C)CCC=C(C)C (6,10-Dimethyl-1,5,9-undecatriene). Reaction SMILES: [Mg].II.[CH2:4](Cl)[CH:5]=[CH2:6].[CH2:8](Cl)/[CH:9]=[C:10](/[CH2:12][CH2:13][CH:14]=[C:15]([CH3:17])[CH3:16])\[CH3:11]>C(O)(=O)C.CCOCC>[CH3:11][C:10]([CH2:12][CH2:13][CH:14]=[C:15]([CH3:17])[CH3:16])=[CH:9][CH2:8][CH2:6][CH:5]=[CH2:4]. Reported procedure: Magnesium turnings (51 g., 2.1 mole) were suspended in 1700 ml. of ether and activated with a crystal of iodine. Allyl chloride (153 g., 2.0 mole) in 200 ml. of ether was added dropwise so as to maintain the mixture at reflux temperature throughout the addition. The mixture was refluxed for an additional 2 hours, then a solution of technical 82% pure geranyl chloride (210 g., 1.05 mole) in 200 ml. of ether was added dropwise at reflux temperature. The mixture was stirred for 2 hours at room temp...